This data is from the Open Reaction Database (ORD), a public repository of structured organic reaction records. The task is: describe an organic reaction: reactants, conditions, products, and yield Reactants: NCCNC(OC(C)(C)C)=O (tert-butyl (2-aminoethyl)carbamate), ClC=1C=C(C(=O)O)C=C(C1C(=O)N1C=CC=2C(=NC=CC21)C(=O)C2CC2)Cl (3,5-dichloro-4-{[4-(cyclopropylcarbonyl)-1H-pyrrolo[3,2-c]pyridin-1-yl]carbonyl}benzoic acid), C(C)N=C=NCCCN(C)C (1-ethyl-3-(3-dimethylaminopropyl) carbodiimide), ON1N=NC2=C1C=CC=C2 (1-hydroxybenzotriazole), C([O-])(O)=O.[Na+] (sodium bicarbonate). Solvent: CN(C=O)C (N,N-dimethylformamide). Reaction conditions: time 16 hour. Yields the product ClC=1C=C(C(=O)NCCNC(OC(C)(C)C)=O)C=C(C1C(=O)N1C=CC=2C(=NC=CC21)C(=O)C2CC2)Cl (tert-butyl {2-[(3,5-dichloro-4-{[4-(cyclopropylcarbonyl)-1H-pyrrolo[3,2-c]pyridin-1-yl]carbonyl}benzoyl)amino]ethyl}carbamate). Isolated yield 35.4%. As a reaction SMILES: [Cl:1][C:2]1[CH:3]=[C:4]([CH:8]=[C:9]([Cl:27])[C:10]=1[C:11]([N:13]1[C:21]2[CH:20]=[CH:19][N:18]=[C:17]([C:22]([CH:24]3[CH2:26][CH2:25]3)=[O:23])[C:16]=2[CH:15]=[CH:14]1)=[O:12])[C:5]([OH:7])=O.C(N=C=NCCCN(C)C)C.ON1C2C=CC=CC=2N=N1.[NH2:49][CH2:50][CH2:51][NH:52][C:53](=[O:59])[O:54][C:55]([CH3:58])([CH3:57])[CH3:56].C(=O)(O)[O-].[Na+]>CN(C)C=O>[Cl:1][C:2]1[CH:3]=[C:4]([CH:8]=[C:9]([Cl:27])[C:10]=1[C:11]([N:13]1[C:21]2[CH:20]=[CH:19][N:18]=[C:17]([C:22]([CH:24]3[CH2:25][CH2:26]3)=[O:23])[C:16]=2[CH:15]=[CH:14]1)=[O:12])[C:5]([NH:49][CH2:50][CH2:51][NH:52][C:53](=[O:59])[O:54][C:55]([CH3:57])([CH3:56])[CH3:58])=[O:7] |f:4.5|. Procedure details: To the stirred mixture of 3,5-dichloro-4-{[4-(cyclopropylcarbonyl)-1H-pyrrolo[3,2-c]pyridin-1-yl]carbonyl}benzoic acid (50 mg, 0.119 mmol), 1-ethyl-3-(3-dimethylaminopropyl) carbodiimide (26.8 mg, 0.14 mmol) and 1-hydroxybenzotriazole (19 mg, 0.14 mmol) in N,N-dimethylformamide, was added tert-butyl (2-aminoethyl)carbamate (19 mg, 0.119 mmol). The reaction mixture was stirred at room temperature for about 16 hours. The reaction mixture was poured drop wise into cold saturated solution of sodium ...